From a dataset of the Open Reaction Database (ORD), a public repository of structured organic reaction records. describe an organic reaction: reactants, conditions, products, and yield Reactants: COC(=O)c1ccccc1N, CS(=O)(=O)Cl, CCOC(C)=O, c1ccncc1. Yields the product COC(=O)c1ccccc1NS(C)(=O)=O. RXN SMILES: [C:1]([c:2]1[c:3]([NH2:4])[cH:5][cH:6][cH:7][cH:8]1)(=[O:9])[O:10][CH3:11].[CH3:18][S:19]([Cl:20])(=[O:21])=[O:22].[CH3:23][CH2:24][O:25][C:26](=[O:27])[CH3:28].[cH:12]1[cH:13][cH:14][n:15][cH:16][cH:17]1>>[C:1]([c:2]1[c:3]([NH:4][S:19]([CH3:18])(=[O:21])=[O:22])[cH:5][cH:6][cH:7][cH:8]1)(=[O:9])[O:10][CH3:11]. The reactants are Brc1c(C2OCCO2)oc2ccccc12, O=C(O)C(=O)O, CCOCC, CCOC(C)=O, CN(C)C=O, O, O, O. The product is O=Cc1c(C2OCCO2)oc2ccccc12. Reaction SMILES: [Br:1][c:2]1[c:3]([CH:11]2[O:12][CH2:13][CH2:14][O:15]2)[o:4][c:5]2[c:6]1[cH:7][cH:8][cH:9][cH:10]2.[C:23]([OH:24])(=[O:25])[C:26]([OH:27])=[O:28].[CH3:29][CH2:30][O:31][CH2:32][CH3:33].[CH3:35][CH2:36][O:37][C:38]([CH3:39])=[O:40].[O:16]=[CH:17][N:18]([CH3:19])[CH3:20].[OH2:21].[OH2:22].[OH2:34]>>[c:2]1([CH:17]=[O:16])[c:3]([CH:11]2[O:12][CH2:13][CH2:14][O:15]2)[o:4][c:5]2[c:6]1[cH:7][cH:8][cH:9][cH:10]2. Starting materials: Cl (HCl), ClC1=C(N)C=CC=C1Cl (2,3-dichloroaniline), N(=O)[O-].[Na+] (NaNO2). Solvent: O (H2O), O (H2O). Conditions: time 5 minute. Product: [Cl-].ClC1=C(C=CC=C1Cl)[N+]#N (2,3-Dichlorophenyldiazonium chloride). As a reaction SMILES: [Cl:1][C:2]1[C:8]([Cl:9])=[CH:7][CH:6]=[CH:5][C:3]=1[NH2:4].Cl.[N:11]([O-])=O.[Na+]>O>[Cl-:1].[Cl:1][C:2]1[C:8]([Cl:9])=[CH:7][CH:6]=[CH:5][C:3]=1[N+:4]#[N:11] |f:2.3,5.6|. Procedure: To a suspension of 25 g (0.15 mole) 2,3-dichloroaniline in 16 ml H2O, add 39 ml (0.46 mole) concentrated HCl. Stir the mixture at room temperature for about five minutes. Cool the mixture to -5° to 0° C. and add dropwise a solution of 11 g (0.16 mole) NaNO2 in 30 ml H2O. Stir the resulting solution at -5° to 0° C. for about 30 minutes, then filter the solution into an ice-cooled filter flask. Keep the filtrate containing the diazonium salt at about 0° C. Starting materials: CC1=CC=CC2=C1C(N1[C@H](C(N2)=O)CCC1)=O ((S)-6-methyl-1,2,3,11a-tetrahydro-5H-pyrrolo (2,1-c) (1,4) benzodiazepine-5,11 (10H)-dione), N1[C@H](C(=O)O)CCC1 (L-proline). Product: COC1=CC=CC2=C1C(N(CC(N2)=O)C)=O (6-methoxy-3,4-dihydro-4-methyl-2H-1,4-benzodiazepine-2,5(1H)-dione). RXN SMILES: C[C:2]1[C:7]2[C:8](=[O:17])[N:9]3[CH2:16]CC[C@H:10]3[C:11](=[O:13])[NH:12][C:6]=2[CH:5]=[CH:4][CH:3]=1.N1CCC[C@H]1[C:20](O)=[O:21]>>[CH3:20][O:21][C:2]1[C:7]2[C:8](=[O:17])[N:9]([CH3:16])[CH2:10][C:11](=[O:13])[NH:12][C:6]=2[CH:5]=[CH:4][CH:3]=1. Procedure details: (S)-6-methyl-1,2,3,11a-tetrahydro-5H-pyrrolo (2,1-c) (1,4) benzodiazepine-5,11 (10H)-dione by reaction with L-proline. M.p. 207.6°-209.9° C.